Dataset: the Open Reaction Database (ORD), a public repository of structured organic reaction records. Task: describe an organic reaction: reactants, conditions, products, and yield The reactants are N1=CNC2=C1C1=CC=CC=C1C=1C=CC=CC12 (Phenanthro[9,10-d]imidazole), [S] (sulfur), S1(=O)(=O)CCCC1 (sulfolane). Solvent: ice. Run at time 8 hour. The product is N1C(=NC2=C1C1=CC=CC=C1C=1C=CC=CC12)S (1H-Phenanthro[9,10-d]imidazole-2-thiol). RXN SMILES: [N:1]1[C:5]2[C:6]3[C:11]([C:12]4[CH:13]=[CH:14][CH:15]=[CH:16][C:17]=4[C:4]=2[NH:3][CH:2]=1)=[CH:10][CH:9]=[CH:8][CH:7]=3.[S].[S:19]1(CCCC1)(=O)=O>>[NH:1]1[C:5]2[C:6]3[C:11]([C:12]4[CH:13]=[CH:14][CH:15]=[CH:16][C:17]=4[C:4]=2[N:3]=[C:2]1[SH:19])=[CH:10][CH:9]=[CH:8][CH:7]=3 |^3:17|. Reported procedure: Ten grams of the imidazole was suspended in 100 ml of sulfolane (tetramethylene sulfone) and 3 gms of powdered sulfur was added; the resulting mixture was heated in an atmosphere of nitrogen at 200°-205° with thorough stirring for eight hours. The reaction mixture was then cooled, and diluted with 500 ml of ice-cold water. The dark brown mass that separated was collected by filtration and thoroughly washed with water and dried in a vacuum oven at 100° for ten hours. The crude product was purifie...